Dataset: the Open Reaction Database (ORD), a public repository of structured organic reaction records. Task: describe an organic reaction: reactants, conditions, products, and yield Starting materials: FC(C1=CC=C(C=C1)C1=CC=CC(=N1)C(CCCC)O)(F)F (1-{6-[4-(trifluoromethyl)phenyl]-2-pyridinyl}-1-pentanol), ice water, COC(CC1=CC=C(C=C1)O)=O (methyl-4-hydroxyphenylacetate), P(CCCC)(CCCC)CCCC (nBu3P). Solvent: C1CCOC1 (THF). Run at time 1 minute. Product: FC(C1=CC=C(C=C1)C1=CC=CC(=N1)C(CCCC)OC1=CC=C(C=C1)CC(=O)OC)(F)F (Methyl {4-[(1-{6-[4-(trifluoromethyl)phenyl]-2-pyridinyl}pentyl)oxy]phenyl}acetate). Isolated yield 63.8%. As a reaction SMILES: [F:1][C:2]([F:22])([F:21])[C:3]1[CH:8]=[CH:7][C:6]([C:9]2[N:14]=[C:13]([CH:15]([OH:20])[CH2:16][CH2:17][CH2:18][CH3:19])[CH:12]=[CH:11][CH:10]=2)=[CH:5][CH:4]=1.[CH3:23][O:24][C:25](=[O:34])[CH2:26][C:27]1[CH:32]=[CH:31][C:30](O)=[CH:29][CH:28]=1.P(CCCC)(CCCC)CCCC>C1COCC1>[F:22][C:2]([F:21])([F:1])[C:3]1[CH:4]=[CH:5][C:6]([C:9]2[N:14]=[C:13]([CH:15]([O:20][C:30]3[CH:31]=[CH:32][C:27]([CH2:26][C:25]([O:24][CH3:23])=[O:34])=[CH:28][CH:29]=3)[CH2:16][CH2:17][CH2:18][CH3:19])[CH:12]=[CH:11][CH:10]=2)=[CH:7][CH:8]=1. Reported procedure: To a solution of 1-{6-[4-(trifluoromethyl)phenyl]-2-pyridinyl}-1-pentanol (349 mg, 1.13 mmol) in dry THF (22.5 mL) at 0° C. (ice/water bath) under nitrogen was added methyl-4-hydroxyphenylacetate (187 mg, 1.13 mmol) followed after 1 minute by ADDM (578 mg, 2.25 mmol) in one portion. The resulting orange cloudy mixture was stirred for 3 minutes and then treated with nBu3P (562 μL, 2.26 mmol) drop-wise over 1 minute. The resulting pale yellow/orange mixture was then allowed to warm slowly to rt ov...